This data is from the Open Reaction Database (ORD), a public repository of structured organic reaction records. The task is: describe an organic reaction: reactants, conditions, products, and yield The reactants are CCOCC, CCCCCC, CN(C)C=O, ClC(Cl)Cl, O=c1[nH]c(=O)n2c3c1cnn3C(c1cccc(C(F)(F)F)c1)=CC2, [H-], CCI, [Na+]. The product is CCn1c(=O)c2cnn3c2n(c1=O)CC=C3c1cccc(C(F)(F)F)c1. RXN SMILES: [CH2:36]([O:37][CH2:38][CH3:39])[CH3:40].[CH3:30][CH2:31][CH2:32][CH2:33][CH2:34][CH3:35].[CH3:41][N:42]([CH3:43])[CH:44]=[O:45].[CH:46]([Cl:47])([Cl:48])[Cl:49].[F:1][C:2]([c:3]1[cH:4][c:5]([C:9]2=[CH:10][CH2:11][n:12]3[c:13](=[O:22])[nH:14][c:15](=[O:21])[c:16]4[cH:17][n:18][n:19]2[c:20]34)[cH:6][cH:7][cH:8]1)([F:23])[F:24].[H-:25].[I:27][CH2:28][CH3:29].[Na+:26]>>[F:1][C:2]([c:3]1[cH:4][c:5]([C:9]2=[CH:10][CH2:11][n:12]3[c:13](=[O:22])[n:14]([CH2:28][CH3:29])[c:15](=[O:21])[c:16]4[cH:17][n:18][n:19]2[c:20]34)[cH:6][cH:7][cH:8]1)([F:23])[F:24].